This data is from the Open Reaction Database (ORD), a public repository of structured organic reaction records. The task is: describe an organic reaction: reactants, conditions, products, and yield The reactants are C1(CCCCC1)CCC=O (3-cyclohexylpropan-1-al), C(CC(O)(C(=O)O)CC(=O)O)(=O)O (citric acid), C1(CCCCC1)N (cyclohexylamine), CC(C)([O-])C.[K+] (Potassium tert-butoxide), C(C)(C)(C)OC(CC(C(=O)O)P(=O)(OCC)OCC)=O (3-(diethoxyphosphoryl)succinic acid 1-tert-butyl ester). Run in C1CCOC1 (THF), C(C)(=O)OCC (ethyl acetate), C1CCOC1 (THF). Conditions: temperature 0 celsius, time 40 minute. Product: C1(CCCCC1)N.C(C)(C)(C)OC(C/C(/C(=O)O)=C\CCC1CCCCC1)=O ((E)-2-[2-(tert-butoxy)-2-oxoethyl]-5-cyclohexyl-2-pentenoic acid cyclohexylamine salt). The yield is 67.0%. Reaction SMILES: CC(C)([O-])C.[K+].[C:7]([O:11][C:12](=[O:26])[CH2:13][CH:14](P(OCC)(OCC)=O)[C:15]([OH:17])=[O:16])([CH3:10])([CH3:9])[CH3:8].[CH:27]1([CH2:33][CH2:34][CH:35]=O)[CH2:32][CH2:31][CH2:30][CH2:29][CH2:28]1.C(O)(=O)CC(CC(O)=O)(C(O)=O)O.[CH:50]1([NH2:56])[CH2:55][CH2:54][CH2:53][CH2:52][CH2:51]1>C1COCC1.C(OCC)(=O)C>[CH:50]1([NH2:56])[CH2:55][CH2:54][CH2:53][CH2:52][CH2:51]1.[C:7]([O:11][C:12](=[O:26])[CH2:13]/[C:14](=[CH:35]\[CH2:34][CH2:33][CH:27]1[CH2:32][CH2:31][CH2:30][CH2:29][CH2:28]1)/[C:15]([OH:17])=[O:16])([CH3:8])([CH3:9])[CH3:10] |f:0.1,8.9|. Procedure details: Potassium tert-butoxide (20.2 g, 0.18 mol) was added portionwise over 10 minutes to a solution of 3-(diethoxyphosphoryl)succinic acid 1-tert-butyl ester (25.4 g, 82 mmol) in THF (115 ml), at 0° C., under nitrogen. The mixture was stirred at 0° C. for 40 minutes and then cooled to −20° C. A solution of 3-cyclohexylpropan-1-al (11.5 g, 82 mmol in THF (60 ml) was added dropwise over 10 minutes between −20 and −10° C., under nitrogen. The mixture was stirred between −20 and −5° C. for 3 hours and th... The product is C(=O)N1C(CN(CC1)C=O)COC(C)(O)C1=CC=CC2=CC=CC=C12 ((1,4-diformylpiperazin-2-yl)methoxyl-1-(1-naphthyl)ethanol). Reactants: ( 1 ), C1(=CC=CC2=CC=CC=C12)C1OC1 (2-(1-naphthyl)oxirane), C(=O)N1C(CN(CC1)C=O)CO (1,4-diformyl-2-piperazinyl methanol), C1=C(C=CC2=CC=CC=C12)C1OC1 (2-(2-naphthyl)oxirane), OCC1CN(CCO1)C(C1=CC=CC=C1)(C1=CC=CC=C1)C1=CC=CC=C1 (2-hydroxymethyl-4-tritylmorpholine). Reported procedure: The same procedure as in (1) of Production Example 16 was repeated, except that the 2-(2-naphthyl)oxirane and the 2-hydroxymethyl-4-tritylmorpholine were replaced by 2-(1-naphthyl)oxirane and 1,4-diformyl-2-piperazinyl methanol, respectively, to obtain oily 2-[(1,4-diformylpiperazin-2-yl)methoxyl-1-(1-naphthyl)ethanol (compound No. 270). As a reaction SMILES: C1C2C(=CC=CC=2)C=CC=1C1CO1.OCC1OCCN(C(C2C=CC=CC=2)(C2C=CC=CC=2)C2C=CC=CC=2)C1.[C:41]1([CH:51]2[CH2:53][O:52]2)[C:50]2[C:45](=[CH:46][CH:47]=[CH:48][CH:49]=2)[CH:44]=[CH:43][CH:42]=1.[CH:54]([N:56]1[CH2:61][CH2:60][N:59]([CH:62]=[O:63])[CH2:58][CH:57]1[CH2:64][OH:65])=[O:55]>>[CH:54]([N:56]1[CH2:61][CH2:60][N:59]([CH:62]=[O:63])[CH2:58][CH:57]1[CH2:64][O:65][C:51]([C:41]1[C:50]2[C:45](=[CH:46][CH:47]=[CH:48][CH:49]=2)[CH:44]=[CH:43][CH:42]=1)([OH:52])[CH3:53])=[O:55].